From a dataset of the Open Reaction Database (ORD), a public repository of structured organic reaction records. describe an organic reaction: reactants, conditions, products, and yield Starting materials: C[Si](C)(C)N=C=O, Cc1cnc2c(c1)CCCC2, CCCCCC, [Li]CCCC, O. Yields the product Cc1cnc2c(c1)CCCC2C(N)=O. RXN SMILES: [CH3:17][Si:18]([CH3:19])([CH3:20])[N:21]=[C:22]=[O:23].[CH3:1][c:2]1[cH:3][n:4][c:5]2[c:10]([cH:11]1)[CH2:9][CH2:8][CH2:7][CH2:6]2.[CH3:24][CH2:25][CH2:26][CH2:27][CH2:28][CH3:29].[Li:12][CH2:13][CH2:14][CH2:15][CH3:16].[OH2:30]>>[CH3:1][c:2]1[cH:3][n:4][c:5]2[c:10]([cH:11]1)[CH2:9][CH2:8][CH2:7][CH:6]2[C:22]([NH2:21])=[O:23]. Starting materials: FC(C(I)(F)F)(F)F (pentafluoroiodoethane), C[Li].[Br-].[Li+] (methyllithium lithium bromide), CON(C(C=CC=1C=C(C=CC1)C1=CC=C(C=C1)SC)=O)C (N-methoxy-N-methyl-3-(4′-methylsulfanyl-biphenyl-3-yl)-acrylamide). Reaction conditions: time 20 minute. Product: FC(C(C=CC=1C=C(C=CC1)C1=CC=C(C=C1)SC)=O)(C(F)(F)F)F (4,4,5,5,5-pentafluoro-1-(4′-methylsulfanyl-biphenyl-3-yl)-pent-1-en-3-one). Isolated yield 78.2%. Reaction SMILES: [F:1][C:2]([F:8])([F:7])[C:3]([F:6])([F:5])I.C[Li].[Br-].[Li+].CON(C)[C:16](=[O:33])[CH:17]=[CH:18][C:19]1[CH:20]=[C:21]([C:25]2[CH:30]=[CH:29][C:28]([S:31][CH3:32])=[CH:27][CH:26]=2)[CH:22]=[CH:23][CH:24]=1>>[F:5][C:3]([F:6])([C:2]([F:8])([F:7])[F:1])[C:16](=[O:33])[CH:17]=[CH:18][C:19]1[CH:20]=[C:21]([C:25]2[CH:26]=[CH:27][C:28]([S:31][CH3:32])=[CH:29][CH:30]=2)[CH:22]=[CH:23][CH:24]=1 |f:1.2.3|. Procedure details: To a saturated solution of pentafluoroiodoethane (0.84 M, in diethyl ether) (200.9 mL, 168.8 mmol), was slowly added a solution of methyllithium/lithium bromide (1.5 M, in diethyl ether) (112.5 mL, 168.8 mmol) under nitrogen atmosphere at −78° C. The reaction mixture was stirred for 20 minutes and then a solution of N-methoxy-N-methyl-3-(4′-methylsulfanyl-biphenyl-3-yl)-acrylamide (17.6 g, 56.3 mmol, in tetrahydrofuran 20.0 mL) prepared in Step 2 was slowly added thereto at −78° C. The reaction ... Reactants: N (ammonia), [ 2 ], C1=2C(=O)OC(NC1=CC=CC2)=O (isatoic anhydride). Yields the product C(C=1C(N)=CC=CC1)(=O)N (anthranilamide), N(C(=O)N)C1=C(C(=O)O)C=CC=C1 (o-ureidobenzoic acid). RXN SMILES: [C:1]12[C:7](=[CH:8][CH:9]=[CH:10][CH:11]=1)[NH:6][C:5](=[O:12])[O:4][C:2]2=[O:3].[NH3:13]>>[C:2]([NH2:13])(=[O:3])[C:1]1[C:7](=[CH:8][CH:9]=[CH:10][CH:11]=1)[NH2:6].[NH:6]([C:7]1[CH:8]=[CH:9][CH:10]=[CH:11][C:1]=1[C:2]([OH:4])=[O:3])[C:5]([NH2:13])=[O:12]. Reported procedure: prakt. Chem., [2], 30 (1884), 467 et seq., and J. org. Chem., 13 (1948), 347 et seq. and 24 (1959), 1,214 et seq. disclose that isatoic anhydride reacts with aqueous ammonia to give anthranilamide and o-ureidobenzoic acid. The reaction of 5,7-dichloroisatoic anhydride with ammonia gives 6,8-dichlorobenzoyleneurea (J. org. Chem., 3 (1938), 414 et seq., and 12 (1947), 743 et seq.), whilst other chlorine-substituted isatoic anhydrides give only moderate yields of chlorinated anthranilamides (J. Org... Reactants: CC(=O)SCC(CC(C)C)C(=O)O, [Cl-], O=S(Cl)Cl. Product: CC(=O)SCC(CC(C)C)C(=O)Cl. Reaction SMILES: [C:1]([CH3:2])(=[O:3])[S:4][CH2:5][CH:6]([C:7](=[O:8])[OH:9])[CH2:10][CH:11]([CH3:12])[CH3:13].[Cl-:18].[S:14]([Cl:15])([Cl:16])=[O:17]>>[C:1]([CH3:2])(=[O:3])[S:4][CH2:5][CH:6]([C:7](=[O:8])[Cl:16])[CH2:10][CH:11]([CH3:12])[CH3:13].